This data is from the Open Reaction Database (ORD), a public repository of structured organic reaction records. The task is: describe an organic reaction: reactants, conditions, products, and yield Reactants: [Na].N1=CN=C2N(C=NC2=C1N)C1(O)[C@H](O)[C@@H](OCP(=O)(O)O)CO1 (1-(adenin-9-yl)-3-O-(phosphonomethyl)-L-threofuranose sodium salt), N1(C(=O)NC(=O)C=C1)C1(O)[C@H](O)[C@@H](OCP(=O)(OC(C)C)OC(C)C)CO1 (1-(uracil-1-yl)-3-O-(diisopropylphosphonomethyl)-L-threofuranose). Yields the product [Na].N1(C(=O)NC(=O)C=C1)C1(O)[C@H](O)[C@@H](OCP(=O)(O)O)CO1 (1-(uracil-1-yl)-3-O-(phosphonomethyl)-L-threofuranose sodium salt). The yield is 49.0%. As a reaction SMILES: [Na:1].N1C(N)=C2C(N(C3(OC[C@H](OCP(O)(O)=O)[C@H]3O)O)C=N2)=NC=1.[N:25]1([C:33]2([O:51][CH2:50][C@H:37]([O:38][CH2:39][P:40]([O:46]C(C)C)([O:42]C(C)C)=[O:41])[C@H:35]2[OH:36])[OH:34])[CH:32]=[CH:31][C:29](=[O:30])[NH:28][C:26]1=[O:27]>>[Na:1].[N:25]1([C:33]2([O:51][CH2:50][C@H:37]([O:38][CH2:39][P:40]([OH:42])([OH:46])=[O:41])[C@H:35]2[OH:36])[OH:34])[CH:32]=[CH:31][C:29](=[O:30])[NH:28][C:26]1=[O:27] |f:0.1,3.4,^1:0,51|. Procedure details: This compound was prepared as described for 3a using 17 (200 mg, 0.53 mmol) as a starting material and TBMSBr (200 mL, 2.1 mmol). Compound 3c (93 mg, 0.26 mmol) was obtained as a colorless solid, in 49% yield, which was characterized as follows: The reactants are COc1c(C)c(C)cc(C)c1C, O=S(=O)(O)Cl, ClCCl, [Na+], O=C([O-])O. The product is COc1c(C)c(C)c(S(=O)(=O)Cl)c(C)c1C. As a reaction SMILES: [CH3:1][c:2]1[c:3]([O:11][CH3:12])[c:4]([CH3:10])[c:5]([CH3:9])[cH:6][c:7]1[CH3:8].[Cl:13][S:14](=[O:15])(=[O:16])[OH:17].[Cl:23][CH2:24][Cl:25].[Na+:22].[O-:18][C:19]([OH:20])=[O:21]>>[CH3:1][c:2]1[c:3]([O:11][CH3:12])[c:4]([CH3:10])[c:5]([CH3:9])[c:6]([S:14]([Cl:13])(=[O:15])=[O:16])[c:7]1[CH3:8]. The reagents and catalysts are O=[Mn]=O (MnO2). The yield is 92.8%. Solvent: ClCCl (dichloromethane). Reported procedure: To a solution of (6-tert-butyldimethylsilyloxy-2-naphthyl)(1-trityl-1H-imidazol-4-yl)methanol (49.0 g) in dichloromethane (400 mL) was added MnO2 (150 g) and the mixture was stirred for 3 h at room temperature. The reaction mixture was filtered and the filtrate was concentrated to give the titled compound (45.3 g) as a pale yellow powder. Conditions: time 3 hour. The reactants are [Si](C)(C)(C(C)(C)C)OC=1C=C2C=CC(=CC2=CC1)C(O)C=1N=CN(C1)C(C1=CC=CC=C1)(C1=CC=CC=C1)C1=CC=CC=C1 ((6-tert-butyldimethylsilyloxy-2-naphthyl)(1-trityl-1H-imidazol-4-yl)methanol). Product: [Si](C)(C)(C(C)(C)C)OC=1C=C2C=CC(=CC2=CC1)C(=O)C=1N=CN(C1)C(C1=CC=CC=C1)(C1=CC=CC=C1)C1=CC=CC=C1 ((6-tert-Butyldimethylsilyloxy-2-naphthyl)(1-trityl-1H-imidazol-4-yl)methanone). As a reaction SMILES: [Si:1]([O:8][C:9]1[CH:10]=[C:11]2[C:16](=[CH:17][CH:18]=1)[CH:15]=[C:14]([CH:19]([C:21]1[N:22]=[CH:23][N:24]([C:26]([C:39]3[CH:44]=[CH:43][CH:42]=[CH:41][CH:40]=3)([C:33]3[CH:38]=[CH:37][CH:36]=[CH:35][CH:34]=3)[C:27]3[CH:32]=[CH:31][CH:30]=[CH:29][CH:28]=3)[CH:25]=1)[OH:20])[CH:13]=[CH:12]2)([C:4]([CH3:7])([CH3:6])[CH3:5])([CH3:3])[CH3:2]>ClCCl.O=[Mn]=O>[Si:1]([O:8][C:9]1[CH:10]=[C:11]2[C:16](=[CH:17][CH:18]=1)[CH:15]=[C:14]([C:19]([C:21]1[N:22]=[CH:23][N:24]([C:26]([C:27]3[CH:28]=[CH:29][CH:30]=[CH:31][CH:32]=3)([C:33]3[CH:38]=[CH:37][CH:36]=[CH:35][CH:34]=3)[C:39]3[CH:40]=[CH:41][CH:42]=[CH:43][CH:44]=3)[CH:25]=1)=[O:20])[CH:13]=[CH:12]2)([C:4]([CH3:7])([CH3:5])[CH3:6])([CH3:3])[CH3:2]. Reactants: CC(C)(C)c1nc(N2CCN(CCCCl)CC2)cc(C(F)(F)F)n1, Cn1c(S)nnc1C(C)(C)C. Yields the product Cn1c(SCCCN2CCN(c3cc(C(F)(F)F)nc(C(C)(C)C)n3)CC2)nnc1C(C)(C)C. As a reaction SMILES: [C:12]([CH3:13])([CH3:14])([CH3:15])[c:16]1[n:17][c:18]([C:32]([F:33])([F:34])[F:35])[cH:19][c:20]([N:22]2[CH2:23][CH2:24][N:25]([CH2:28][CH2:29][CH2:30][Cl:31])[CH2:26][CH2:27]2)[n:21]1.[CH3:1][n:2]1[c:3]([SH:11])[n:4][n:5][c:6]1[C:7]([CH3:8])([CH3:9])[CH3:10]>>[CH3:1][n:2]1[c:3]([S:11][CH2:30][CH2:29][CH2:28][N:25]2[CH2:24][CH2:23][N:22]([c:20]3[cH:19][c:18]([C:32]([F:33])([F:34])[F:35])[n:17][c:16]([C:12]([CH3:13])([CH3:14])[CH3:15])[n:21]3)[CH2:27][CH2:26]2)[n:4][n:5][c:6]1[C:7]([CH3:8])([CH3:9])[CH3:10]. The reactants are CC1(OC2=C(C(=CC(=C2C=C1)C)C)C)CC(=O)OCC (ethyl (2,5,7,8-tetramethyl-2H-chromen-2-yl)acetate), [H][H] (hydrogen). Reagents/catalysts: [Pd] (palladium on carbon). Run in CO (methanol). Yields the product CC1(OC2=C(C(=CC(=C2CC1)C)C)C)CC(=O)OCC (ethyl (2,5,7,8-tetramethylchroman-2-yl)acetate). Isolated yield 92.9%. RXN SMILES: [CH3:1][C:2]1([CH2:15][C:16]([O:18][CH2:19][CH3:20])=[O:17])[CH:11]=[CH:10][C:9]2[C:4](=[C:5]([CH3:14])[C:6]([CH3:13])=[CH:7][C:8]=2[CH3:12])[O:3]1.[H][H]>CO.[Pd]>[CH3:1][C:2]1([CH2:15][C:16]([O:18][CH2:19][CH3:20])=[O:17])[CH2:11][CH2:10][C:9]2[C:4](=[C:5]([CH3:14])[C:6]([CH3:13])=[CH:7][C:8]=2[CH3:12])[O:3]1. Reported procedure: A solution of ethyl (2,5,7,8-tetramethyl-2H-chromen-2-yl)acetate (20.00 g) in methanol (MeOH) (300 ml) was hydrogenated in the presence of 10% palladium on carbon (50% wet, 4.0 g) in one atmosphere of hydrogen at room temperature for 16 hours. The catalyst was filtered off and MeOH was removed under reduced pressure to give a residue. The residue was purified by chromatography over silica gel (AcOEt-hexane 3:97 as eluent) to give ethyl (2,5,7,8-tetramethylchroman-2-yl)acetate as an oil (18.72 g)... Starting materials: CC(C)(C)OC(=O)N1CCCC(C(=O)O)C1, CCN=C=NCCCN(C)C, CCN(C(C)C)C(C)C, O=C(Nc1ccc(Cl)c(Cl)c1)N1CCNCC1, ClCCl, Cl, On1nnc2ccccc21. The product is CC(C)(C)OC(=O)N1CCCC(C(=O)N2CCN(C(=O)Nc3ccc(Cl)c(Cl)c3)CC2)C1. Reaction SMILES: [C:39]([CH3:40])([CH3:41])([CH3:42])[O:43][C:44](=[O:45])[N:46]1[CH2:47][CH:48]([C:52](=[O:53])[OH:54])[CH2:49][CH2:50][CH2:51]1.[CH3:28][N:29]([CH3:30])[CH2:31][CH2:32][CH2:33][N:34]=[C:35]=[N:36][CH2:37][CH3:38].[CH:19]([N:20]([CH2:21][CH3:22])[CH:23]([CH3:24])[CH3:25])([CH3:26])[CH3:27].[Cl:2][c:3]1[cH:4][c:5]([NH:10][C:11](=[O:12])[N:13]2[CH2:14][CH2:15][NH:16][CH2:17][CH2:18]2)[cH:6][cH:7][c:8]1[Cl:9].[Cl:65][CH2:66][Cl:67].[ClH:1].[OH:55][n:56]1[c:57]2[cH:58][cH:59][cH:60][cH:61][c:62]2[n:63][n:64]1>>[Cl:2][c:3]1[cH:4][c:5]([NH:10][C:11](=[O:12])[N:13]2[CH2:14][CH2:15][N:16]([C:52]([CH:48]3[CH2:47][N:46]([C:44]([O:43][C:39]([CH3:40])([CH3:41])[CH3:42])=[O:45])[CH2:51][CH2:50][CH2:49]3)=[O:53])[CH2:17][CH2:18]2)[cH:6][cH:7][c:8]1[Cl:9]. The reactants are COC1=C(C=CC(=C1)OC)C(C(F)(F)F)Br (1-(2,4-Dimethoxyphenyl)-2,2,2-trifluoroethyl bromide), COC1=CC=C(C=C1)CC(F)(F)F (1-(4-Methoxyphenyl)-2,2,2-trifluoroethane). The product is COC1=C(C=CC(=C1)OC)CC(F)(F)F (1-(2,4-Dimethoxyphenyl)-2,2,2-trifluoroethane). As a reaction SMILES: [CH3:1][O:2][C:3]1[CH:8]=[C:7]([O:9][CH3:10])[CH:6]=[CH:5][C:4]=1[CH:11](Br)[C:12]([F:15])([F:14])[F:13].COC1C=CC(CC(F)(F)F)=CC=1>>[CH3:1][O:2][C:3]1[CH:8]=[C:7]([O:9][CH3:10])[CH:6]=[CH:5][C:4]=1[CH2:11][C:12]([F:13])([F:15])[F:14]. Procedure details: This compound was prepared from Compound 83 in the same manner of Compound 45. RXN SMILES: [K].[C:2]([O:8][CH3:9])(=[O:7])[CH2:3][C:4]([O-])=O.[Cl:10][C:11]1[CH:20]=[CH:19][C:14](C(=O)CBr)=[CH:13][CH:12]=1.C([O-])(=O)C.[NH4+].[BH4-].[Na+]>C(O)(=O)C.CS(C)=O>[Cl:10][C:11]1[CH:20]=[CH:19][C:14]([CH:4]2[CH2:9][O:8][C:2](=[O:7])[CH2:3]2)=[CH:13][CH:12]=1 |f:3.4,5.6,^1:0|. The reactants are [K] (potassium), C(CC(=O)[O-])(=O)OC (monomethyl malonate), C(C)(=O)[O-].[NH4+] (ammonium acetate), ice water, [BH4-].[Na+] (sodium borohydride), ClC1=CC=C(C(CBr)=O)C=C1 (p-chlorophenacyl bromide), ice water. The yield is 71.0%. Run in C(C)(=O)O (acetic acid), CS(=O)C (dimethyl sulfoxide). Run at time 2 hour. Procedure: To 204 ml of dimethyl sulfoxide were added 40.1 g of potassium salt of monomethyl malonate (XVI) and then 50.0 g of p-chlorophenacyl bromide (XVII), and the mixture was stirred at room temperature for 30 minutes. Then, 12.9 g of ammonium acetate were added and the mixture was stirred at room temperature for 2 hours. Subsequently, 36.6 ml of acetic acid were added and 8.5 g of sodium borohydride were added under ice-cooling over one hour. The reaction mixture was allowed to stand at room temperat... The product is ClC1=CC=C(C=C1)C1CC(=O)OC1 (β-(p-chlorophenyl)-γ-butyrolactone). Conditions: temperature 0 celsius, time 45 minute. Isolated yield 96.5%. Product: O(C1=CC=CC=C1)C=1C=C(C=CC1)CCCO (3-(3-phenoxyphenyl)propan-1-ol). Reaction SMILES: [H-].[Al+3].[Li+].[H-].[H-].[H-].[O:7]([C:14]1[CH:15]=[C:16]([CH2:20][CH2:21][C:22](OC)=[O:23])[CH:17]=[CH:18][CH:19]=1)[C:8]1[CH:13]=[CH:12][CH:11]=[CH:10][CH:9]=1.O.Cl>O1CCCC1.[Cl-].[Na+]>[O:7]([C:14]1[CH:15]=[C:16]([CH2:20][CH2:21][CH2:22][OH:23])[CH:17]=[CH:18][CH:19]=1)[C:8]1[CH:9]=[CH:10][CH:11]=[CH:12][CH:13]=1 |f:0.1.2.3.4.5,10.11|. Run in [Cl-].[Na+] (sodium chloride), O1CCCC1 (tetrahydrofuran), O1CCCC1 (tetrahydrofuran). Reported procedure: Lithium aluminium hydride (60 cm3 of a 1M solution in tetrahydrofuran) was added dropwise over a period of 10 minutes to a stirred solution of methyl 3-(3-phenoxyphenyl)propanoate (25.6 g) in tetrahydrofuran (30 cm3) whilst the temperature was maintained at 0° C. by external cooling. Stirring was continued for a further 45 minutes after which the mixture was allowed to warm up to the ambient temperature (ca. 22° C.). Iced water was added carefully to the mixture which was then acidified with dil... Starting materials: [H-].[Al+3].[Li+].[H-].[H-].[H-] (Lithium aluminium hydride), solution, O(C1=CC=CC=C1)C=1C=C(C=CC1)CCC(=O)OC (methyl 3-(3-phenoxyphenyl)propanoate), O (water), Cl (hydrochloric acid).